From a dataset of the Open Reaction Database (ORD), a public repository of structured organic reaction records. describe an organic reaction: reactants, conditions, products, and yield The reactants are CC1=CC=CC(=N1)N1C(C(=NC2=CC=CC=C12)C(=O)O)=O (1-(6-methyl-2-pyridyl)-2-oxo-1,2-dihydroquinoxaline-3-carboxylic acid), C(C(=O)Cl)(=O)Cl (oxalyl chloride). Solvent: C(Cl)(Cl)Cl (chloroform). Run at time 1 hour. Yields the product CC1=CC=CC(=N1)N1C(C(=NC2=CC=CC=C12)C(=O)OC1=CC(CCC1)=O)=O (3-oxo-1-cyclohexenyl 1-(6-methyl-2-pyridyl)-2-oxo-1,2-dihydroquinoxaline-3-carboxylate). Isolated yield 185.2%. As a reaction SMILES: [CH3:1][C:2]1[N:7]=[C:6]([N:8]2[C:17]3[C:12](=[CH:13][CH:14]=[CH:15][CH:16]=3)[N:11]=[C:10]([C:18]([OH:20])=[O:19])[C:9]2=[O:21])[CH:5]=[CH:4][CH:3]=1.[C:22](Cl)(=[O:26])[C:23](Cl)=O>C(Cl)(Cl)Cl>[CH3:1][C:2]1[N:7]=[C:6]([N:8]2[C:17]3[C:12](=[CH:13][CH:14]=[CH:15][CH:16]=3)[N:11]=[C:10]([C:18]([O:20][C:2]3[CH2:3][CH2:4][CH2:23][C:22](=[O:26])[CH:1]=3)=[O:19])[C:9]2=[O:21])[CH:5]=[CH:4][CH:3]=1. Procedure: 23.3 g of 1-(6-methyl-2-pyridyl)-2-oxo-1,2-dihydroquinoxaline-3-carboxylic acid was dissolved in chloroform (100 mL), and 21.0 g of oxalyl chloride was added thereto. The mixture was stirred for one hour at room temperature. The solvent was distilled off under reduced pressure, and the residue was dissolved in 100 mL of chloroform. 10.2 g of 1,3-cyclohexadione and 10.1 g of triethylamine were added, and the mixture was stirred for 2 hours at room temperature. The reaction mixture was poured into... RXN SMILES: [NH:1]1[CH2:6][CH2:5][CH:4]([N:7]2[C:16]3[C:11](=[CH:12][CH:13]=[CH:14][CH:15]=3)[CH2:10][CH2:9][C:8]2=[O:17])[CH2:3][CH2:2]1.Cl[C:19]1[CH:35]=[CH:34][C:22]([C:23]([C:25]2[CH:33]=[CH:32][CH:31]=[CH:30][C:26]=2[C:27]([OH:29])=[O:28])=[O:24])=[CH:21][C:20]=1[N+:36]([O-:38])=[O:37]>>[N+:36]([C:20]1[CH:21]=[C:22]([C:23]([C:25]2[CH:33]=[CH:32][CH:31]=[CH:30][C:26]=2[C:27]([OH:29])=[O:28])=[O:24])[CH:34]=[CH:35][C:19]=1[N:1]1[CH2:6][CH2:5][CH:4]([N:7]2[C:16]3[C:11](=[CH:12][CH:13]=[CH:14][CH:15]=3)[CH2:10][CH2:9][C:8]2=[O:17])[CH2:3][CH2:2]1)([O-:38])=[O:37]. Procedure: The product was prepared from 1-piperidin-4-yl-3,4-dihydroquinolin-2(1H)-one (Chem. Pharm. Bull. (1996), 44(4), 725-33) (0.45 g) and 2-(4-chloro-3-nitrobenzoyl)benzoic acid (0.6 g) using the method of example 1. Used crude. Product: [N+](=O)([O-])C=1C=C(C=CC1N1CCC(CC1)N1C(CCC2=CC=CC=C12)=O)C(=O)C1=C(C(=O)O)C=CC=C1 (2-({3-Nitro-4-[4-(2-oxo-3,4-dihydroquinolin-1(2H)-yl)piperidin-1-yl]phenyl}carbonyl)benzoic acid). Starting materials: N1CCC(CC1)N1C(CCC2=CC=CC=C12)=O (1-piperidin-4-yl-3,4-dihydroquinolin-2(1H)-one), ClC1=C(C=C(C(=O)C2=C(C(=O)O)C=CC=C2)C=C1)[N+](=O)[O-] (2-(4-chloro-3-nitrobenzoyl)benzoic acid). The reactants are C(C)OC(=O)C1=C(C2=C(NC1=O)SC=C2C2=CC=C(C=C2)Br)O (3-(4-bromo-phenyl)-4-hydroxy-6-oxo-6,7-dihydro-thieno[2,3-b]pyridine-5-carboxylic acid ethyl ester), OC1=C(C=CC=C1)B(O)O (2-hydroxyphenylboronic acid), [O-]P(=O)([O-])[O-].[K+].[K+].[K+] (K3PO4), CC1=C(C=CC=C1)P(C2=C(C=CC=C2)C)C3=C(C=CC=C3)C (P(o-tolyl)3). The reagents and catalysts are CC(=O)[O-].CC(=O)[O-].[Pd+2] (Pd(OAc)2). Solvent: O (H2O), C1CCOC1 (THF). Conditions: temperature 80 celsius. Yields the product C(C)OC(=O)C1=C(C2=C(NC1=O)SC=C2C2=CC=C(C=C2)C2=C(C=CC=C2)O)O (4-Hydroxy-3-(2′-hydroxy-biphenyl-4-yl)-6-oxo-6,7-dihydro-thieno[2,3-b]pyridine-5-carboxylic acid ethyl ester). As a reaction SMILES: [CH2:1]([O:3][C:4]([C:6]1[C:11](=[O:12])[NH:10][C:9]2[S:13][CH:14]=[C:15]([C:16]3[CH:21]=[CH:20][C:19](Br)=[CH:18][CH:17]=3)[C:8]=2[C:7]=1[OH:23])=[O:5])[CH3:2].[OH:24][C:25]1[CH:30]=[CH:29][CH:28]=[CH:27][C:26]=1B(O)O.[O-]P([O-])([O-])=O.[K+].[K+].[K+].CC1C=CC=CC=1P(C1C=CC=CC=1C)C1C=CC=CC=1C>CC([O-])=O.CC([O-])=O.[Pd+2].O.C1COCC1>[CH2:1]([O:3][C:4]([C:6]1[C:11](=[O:12])[NH:10][C:9]2[S:13][CH:14]=[C:15]([C:16]3[CH:21]=[CH:20][C:19]([C:26]4[CH:27]=[CH:28][CH:29]=[CH:30][C:25]=4[OH:24])=[CH:18][CH:17]=3)[C:8]=2[C:7]=1[OH:23])=[O:5])[CH3:2] |f:2.3.4.5,7.8.9|. Reported procedure: To a mixture of 3-(4-bromo-phenyl)-4-hydroxy-6-oxo-6,7-dihydro-thieno[2,3-b]pyridine-5-carboxylic acid ethyl ester (100 mg, 0.25 mmol), 2-hydroxyphenylboronic acid (53 mg, 0.38 mmol), K3PO4 (169 mg, 0.63 mmol), P(o-tolyl)3 (7.7 mg, 2.5×10−5 mol), and Pd(OAc)2 (2.8 mg, 1.3×10−5 mol) was added THF (1.5 mL) and H2O (0.5 mL). The mixture was purged with nitrogen for 15 min., capped, and heated to 80° C. for 1.5 h. The reaction mixture was concentrated under reduced pressure and purified by reverse p... Starting materials: CC(=O)O, Cl, O=C(O)C(=O)c1ccc(OCc2ccccc2)c([N+](=O)[O-])c1. The product is O=C(O)C(=O)c1ccc(O)c([N+](=O)[O-])c1. Reaction SMILES: [CH3:24][C:25](=[O:26])[OH:27].[ClH:23].[N+:1](=[O:2])([O-:3])[c:4]1[cH:5][c:6]([C:18]([C:19](=[O:20])[OH:21])=[O:22])[cH:7][cH:8][c:9]1[O:10][CH2:11][c:12]1[cH:13][cH:14][cH:15][cH:16][cH:17]1>>[N+:1](=[O:2])([O-:3])[c:4]1[cH:5][c:6]([C:18]([C:19](=[O:20])[OH:21])=[O:22])[cH:7][cH:8][c:9]1[OH:10]. The reactants are O=C(O)c1ccc(Cl)c(Br)c1, CO, O, O=S(=O)(O)O. Yields the product COC(=O)c1ccc(Cl)c(Br)c1. RXN SMILES: [Br:1][c:2]1[cH:3][c:4]([C:5](=[O:6])[OH:7])[cH:8][cH:9][c:10]1[Cl:11].[CH3:12][OH:13].[OH2:19].[S:14](=[O:15])(=[O:16])([OH:17])[OH:18]>>[Br:1][c:2]1[cH:3][c:4]([C:5]([O:6][CH3:12])=[O:7])[cH:8][cH:9][c:10]1[Cl:11]. The reactants are COc1cc(C(O)CP(=O)(OC)OC)ccc1OCC(=O)Nc1nc2ccccc2s1, ClC(Cl)Cl. Product: COc1cc(C(=O)CP(=O)(OC)OC)ccc1OCC(=O)Nc1nc2ccccc2s1. RXN SMILES: [CH3:1][O:2][c:3]1[cH:4][c:5]([CH:23]([CH2:24][P:25]([O:26][CH3:27])([O:28][CH3:29])=[O:30])[OH:31])[cH:6][cH:7][c:8]1[O:9][CH2:10][C:11](=[O:12])[NH:13][c:14]1[s:15][c:16]2[c:17]([n:18]1)[cH:19][cH:20][cH:21][cH:22]2.[CH:32]([Cl:33])([Cl:34])[Cl:35]>>[CH3:1][O:2][c:3]1[cH:4][c:5]([C:23]([CH2:24][P:25]([O:26][CH3:27])([O:28][CH3:29])=[O:30])=[O:31])[cH:6][cH:7][c:8]1[O:9][CH2:10][C:11](=[O:12])[NH:13][c:14]1[s:15][c:16]2[c:17]([n:18]1)[cH:19][cH:20][cH:21][cH:22]2. Starting materials: ClC=1N=C(C2=C(N1)C(=C(S2)CN2CCN(CC2)C([C@H](C)O)=O)C)N2CCOCC2 ((S)-1-(4-((2-Chloro-7-methyl-4-morpholinothieno[3,2-d]pyrimidin-6-yl)methyl)piperazin-1-yl)-2-hydroxypropan-1-one), CC1(OB(OC1(C)C)C=1C=CC(=NC1)N)C (5-(4,4,5,5-tetramethyl-1,3,2-dioxaborolan-2-yl)pyridin-2-amine). Product: NC1=CC=C(C=N1)C=1N=C(C2=C(N1)C(=C(S2)CN2CCN(CC2)C([C@H](C)O)=O)C)N2CCOCC2 ((S)-1-(4-((2-(6-aminopyridin-3-yl)-7-methyl-4-morpholinothieno[3,2-d]pyrimidin-6-yl)methyl)piperazin-1-yl)-2-hydroxypropan-1-one). Yield: 99.2%. RXN SMILES: Cl[C:2]1[N:3]=[C:4]([N:24]2[CH2:29][CH2:28][O:27][CH2:26][CH2:25]2)[C:5]2[S:10][C:9]([CH2:11][N:12]3[CH2:17][CH2:16][N:15]([C:18](=[O:22])[C@@H:19]([OH:21])[CH3:20])[CH2:14][CH2:13]3)=[C:8]([CH3:23])[C:6]=2[N:7]=1.CC1(C)C(C)(C)OB([C:38]2[CH:39]=[CH:40][C:41]([NH2:44])=[N:42][CH:43]=2)O1>>[NH2:44][C:41]1[N:42]=[CH:43][C:38]([C:2]2[N:3]=[C:4]([N:24]3[CH2:29][CH2:28][O:27][CH2:26][CH2:25]3)[C:5]3[S:10][C:9]([CH2:11][N:12]4[CH2:17][CH2:16][N:15]([C:18](=[O:22])[C@@H:19]([OH:21])[CH3:20])[CH2:14][CH2:13]4)=[C:8]([CH3:23])[C:6]=3[N:7]=2)=[CH:39][CH:40]=1. Procedure details: (S)-1-(4-((2-Chloro-7-methyl-4-morpholinothieno[3,2-d]pyrimidin-6-yl)methyl)piperazin-1-yl)-2-hydroxypropan-1-one (60 mg) was reacted with 50 mg of 5-(4,4,5,5-tetramethyl-1,3,2-dioxaborolan-2-yl)pyridin-2-amine via General Procedure A to give 67.3 mg of 202. MS (Q1) 498.3 (M)+. Starting materials: NC=1C=C(C=CC1NCC1CCOCC1)NC(C)=O (N-{3-Amino-4-[(tetrahydro-2H-pyran-4-ylmethyl)amino]phenyl}acetamide), CCN(C(C)C)C(C)C (DIPEA), CC(C(=O)Cl)(C)C (Trimethylacetyl chloride). Reaction SMILES: [NH2:1][C:2]1[CH:3]=[C:4]([NH:16][C:17](=[O:19])[CH3:18])[CH:5]=[CH:6][C:7]=1[NH:8][CH2:9][CH:10]1[CH2:15][CH2:14][O:13][CH2:12][CH2:11]1.CCN(C(C)C)C(C)C.[CH3:29][C:30]([CH3:35])([CH3:34])[C:31](Cl)=[O:32]>C(Cl)Cl>[C:17]([NH:16][C:4]1[CH:5]=[CH:6][C:7]([NH:8][CH2:9][CH:10]2[CH2:11][CH2:12][O:13][CH2:14][CH2:15]2)=[C:2]([NH:1][C:31](=[O:32])[C:30]([CH3:35])([CH3:34])[CH3:29])[CH:3]=1)(=[O:19])[CH3:18]. Product: C(C)(=O)NC=1C=CC(=C(C1)NC(C(C)(C)C)=O)NCC1CCOCC1 (N-{5-(acetylamino)-2-[(tetrahydro-2H-pyran-4-ylmethyl)amino]phenyl}-2,2-dimethylpropanamide). The solvent is C(Cl)Cl (DCM). Conditions: temperature 0 celsius, time 1 hour. Procedure: N-{3-Amino-4-[(tetrahydro-2H-pyran-4-ylmethyl)amino]phenyl}acetamide (25.9 g, 98.6 mmol) and DIPEA (20.6 mL, 15.4 g, 118 mmol) were dissolved in 500 mL of DCM. Trimethylacetyl chloride (12.7 mL, 12.5 g, 103 mmol) was added dropwise at 0° C. and the solution was stirred for 3 h at 0° C. and 1 h at room temperature. The pink solid was collected by filtration, washed with H2O and dried in vacuo. Yield: 33.1 g (97%); MS (ESI) (M+H)+=348.05. The reactants are COC(=O)N[C@@](N)([C@H](OC)C)C(=O)N1[C@@H](CC[C@@H]1C)C=1NC(=CN1)C1=CC=C(C=C1)C1=CC=C(C=C1)C1=CN=C(N1)[C@H]1N(C[C@H](C1)COC)C([C@H]([C@@H](C)OC)NC(OC)=O)=O (methyl {(2S,3R)-1-((2S,4S)-2-(5-(4′-(2-((2S,5S)-1-((2S,3R)-2-(methoxycarbonylamino)-O-methyl-L-threonyl)-5-methylpyrrolidin-2-yl)-1H-imidazol-5-yl)biphenyl-4-yl)-1H-imidazol-2-yl)-4-(methoxymethyl)pyrrolidin-1-yl)-3-methoxy-1-oxobutan-2-yl}carbamate), ClN1C(CCC1=O)=O (N-chlorosuccinimide). The solvent is CN(C)C=O (DMF). Run at temperature 45 celsius. The product is ClC=1N=C(NC1C1=CC=C(C=C1)C1=CC=C(C=C1)C1=CN=C(N1)[C@H]1N([C@H](CC1)C)C([C@](N)([C@H](OC)C)NC(=O)OC)=O)[C@H]1N(C[C@H](C1)COC)C([C@H]([C@@H](C)OC)NC(OC)=O)=O (methyl {(2S,3R)-1-((2S,4S)-2-(4-chloro-5-(4′-(2-((2S,5S)-1-((2S,3R)-2-(methoxycarbonylamino)-O-methyl-L-threonyl)-5-methylpyrrolidin-2-yl)-1H-imidazol-5-yl)biphenyl-4-yl)-1H-imidazol-2-yl)-4-(methoxymethyl)pyrrolidin-1-yl)-3-methoxy-1-oxobutan-2-yl}carbamate). Yield: 4.6%. RXN SMILES: [CH3:1][O:2][C:3]([NH:5][C@:6]([C:12]([N:14]1[C@@H:18]([CH3:19])[CH2:17][CH2:16][C@H:15]1[C:20]1[NH:21][C:22]([C:25]2[CH:30]=[CH:29][C:28]([C:31]3[CH:36]=[CH:35][C:34]([C:37]4[NH:41][C:40]([C@@H:42]5[CH2:46][C@H:45]([CH2:47][O:48][CH3:49])[CH2:44][N:43]5[C:50](=[O:61])[C@@H:51]([NH:56][C:57](=[O:60])[O:58][CH3:59])[C@H:52]([O:54][CH3:55])[CH3:53])=[N:39][CH:38]=4)=[CH:33][CH:32]=3)=[CH:27][CH:26]=2)=[CH:23][N:24]=1)=[O:13])([C@@H:8]([CH3:11])[O:9][CH3:10])[NH2:7])=[O:4].[Cl:62]N1C(=O)CCC1=O>CN(C=O)C>[Cl:62][C:38]1[N:39]=[C:40]([C@@H:42]2[CH2:46][C@H:45]([CH2:47][O:48][CH3:49])[CH2:44][N:43]2[C:50](=[O:61])[C@@H:51]([NH:56][C:57](=[O:60])[O:58][CH3:59])[C@H:52]([O:54][CH3:55])[CH3:53])[NH:41][C:37]=1[C:34]1[CH:35]=[CH:36][C:31]([C:28]2[CH:27]=[CH:26][C:25]([C:22]3[NH:21][C:20]([C@@H:15]4[CH2:16][CH2:17][C@H:18]([CH3:19])[N:14]4[C:12](=[O:13])[C@@:6]([NH:5][C:3]([O:2][CH3:1])=[O:4])([C@@H:8]([CH3:11])[O:9][CH3:10])[NH2:7])=[N:24][CH:23]=3)=[CH:30][CH:29]=2)=[CH:32][CH:33]=1. Procedure: To a solution of methyl {(2S,3R)-1-((2S,4S)-2-(5-(4′-(2-((2S,5S)-1-((2S,3R)-2-(methoxycarbonylamino)-O-methyl-L-threonyl)-5-methylpyrrolidin-2-yl)-1H-imidazol-5-yl)biphenyl-4-yl)-1H-imidazol-2-yl)-4-(methoxymethyl)pyrrolidin-1-yl)-3-methoxy-1-oxobutan-2-yl}carbamate (0.12 g, 0.15 mmol) in DMF (1.5 mL) was added N-chlorosuccinimide (0.05 g, 0.38 mmol). The resulting solution was heated to 45° C. for 3 h and cooled to room temperature. The reaction solution was purified by preparative HPLC (Gemini... The reactants are ClC1=C(C#N)C(=CC(=N1)C)C (2-chloro-4,6-dimethylnicotinonitrile), NC(=S)N (thiourea). The solvent is C(CCC)O (n-butanol). The product is SC1=C(C#N)C(=CC(=N1)C)C (2-mercapto-4,6-dimethylnicotinonitrile). Yield: 98.1%. As a reaction SMILES: Cl[C:2]1[N:9]=[C:8]([CH3:10])[CH:7]=[C:6]([CH3:11])[C:3]=1[C:4]#[N:5].NC(N)=[S:14]>C(O)CCC>[SH:14][C:2]1[N:9]=[C:8]([CH3:10])[CH:7]=[C:6]([CH3:11])[C:3]=1[C:4]#[N:5]. Procedure: A mixture of 2-chloro-4,6-dimethylnicotinonitrile (800 mg, 4.83 mmol) and thiourea (1.2 kg, 15.76 mmol) was heated at reflux (118° C.) in n-butanol for 4 h. After cooling to room temperature, the yellow solution turned to a suspension containing light yellow solids. The solids were collected by filtration, rinsed with n-butanol, and dried in vacuo to give 2-mercapto-4,6-dimethylnicotinonitrile (778 mg, 98% yield). C8H8N2S; light yellow powder; mp 219-221° C.; 1H NMR (400 MHz, CDCl3) δ 6.40 (1H, ...